This data is from the Open Reaction Database (ORD), a public repository of structured organic reaction records. The task is: describe an organic reaction: reactants, conditions, products, and yield Starting materials: [Si](C)(C)(C(C)(C)C)OCC(C1=CC(=C(C=C1)Cl)F)N1C(C=C(C=C1)C1=NC(=NC=C1)S(=O)(=O)C)=O (1-(2-(tert-butyldimethylsilyloxy)-1-(4-chloro-3-fluorophenyl)ethyl)-4-(2-(methylsulfonyl)pyrimidin-4-yl)pyridin-2(1H)-one), NC1C2C(OC(C1)C2)=O (5-amino-2-oxa-bicyclo[2.2.1]heptan-3-one), Cl (HCl). Run in C(C)(CC)O (s-butanol). Run at temperature 130 celsius, time 3 hour. Product: [Si](C)(C)(C(C)(C)C)OC[C@H](C1=CC(=C(C=C1)Cl)F)N1C(C=C(C=C1)C1=NC(=NC=C1)NC1C2C(OC(C1)C2)=O)=O (1-((S)-2-(tert-butyldimethylsilyloxy)-1-(4-chloro-3-fluorophenyl)ethyl)-4-(2-(3-oxo-2-oxa-bicyclo[2.2.1]heptan-5-ylamino)pyrimidin-4-yl)pyridin-2(1H)-one). Yield: 100.1%. Reaction SMILES: [Si:1]([O:8][CH2:9][CH:10]([N:19]1[CH:24]=[CH:23][C:22]([C:25]2[CH:30]=[CH:29][N:28]=[C:27](S(C)(=O)=O)[N:26]=2)=[CH:21][C:20]1=[O:35])[C:11]1[CH:16]=[CH:15][C:14]([Cl:17])=[C:13]([F:18])[CH:12]=1)([C:4]([CH3:7])([CH3:6])[CH3:5])([CH3:3])[CH3:2].[NH2:36][CH:37]1[CH2:42][CH:41]2[CH2:43][CH:38]1[C:39](=[O:44])[O:40]2.Cl>C(O)(CC)C>[Si:1]([O:8][CH2:9][C@@H:10]([N:19]1[CH:24]=[CH:23][C:22]([C:25]2[CH:30]=[CH:29][N:28]=[C:27]([NH:36][CH:37]3[CH2:42][CH:41]4[CH2:43][CH:38]3[C:39](=[O:44])[O:40]4)[N:26]=2)=[CH:21][C:20]1=[O:35])[C:11]1[CH:16]=[CH:15][C:14]([Cl:17])=[C:13]([F:18])[CH:12]=1)([C:4]([CH3:7])([CH3:6])[CH3:5])([CH3:3])[CH3:2]. Procedure details: A microwave vial was charged with 1-(2-(tert-butyldimethylsilyloxy)-1-(4-chloro-3-fluorophenyl)ethyl)-4-(2-(methylsulfonyl)pyrimidin-4-yl)pyridin-2(1H)-one (150 mg, 0.280 mmol), 5-amino-2-oxa-bicyclo[2.2.1]heptan-3-one (89 mg, 0.70 mmol), a drop of concentrated HCl, and s-butanol (2.0 mL). The mixture was stirred at 130° C. under microwave irradiation for 3 hours. After completion of the reaction, the mixture was concentrated to give 1-((S)-2-(tert-butyldimethylsilyloxy)-1-(4-chloro-3-fluorophen... The reactants are CCO, Cc1cc([N+](=O)[O-])cc(Cl)c1Oc1ccc2[nH]cc(C(C)C)c2c1, [Pd]. Yields the product Cc1cc(N)cc(Cl)c1Oc1ccc2[nH]cc(C(C)C)c2c1. RXN SMILES: [CH3:25][CH2:26][OH:27].[Cl:1][c:2]1[c:3]([O:4][c:5]2[cH:6][c:7]3[c:8]([CH:14]([CH3:15])[CH3:16])[cH:9][nH:10][c:11]3[cH:12][cH:13]2)[c:17]([CH3:24])[cH:18][c:19]([N+:21]([O-:22])=[O:23])[cH:20]1.[Pd:28]>>[Cl:1][c:2]1[c:3]([O:4][c:5]2[cH:6][c:7]3[c:8]([CH:14]([CH3:15])[CH3:16])[cH:9][nH:10][c:11]3[cH:12][cH:13]2)[c:17]([CH3:24])[cH:18][c:19]([NH2:21])[cH:20]1. Reactants: COc1ccc(CC(OC(C)C)C(=O)[O-])cc1CBr, COc1ccc(CO)c(Cl)c1. Product: COc1ccc(COCc2cc(CC(OC(C)C)C(=O)O)ccc2OC)c(Cl)c1. As a reaction SMILES: [Br:12][CH2:13][c:14]1[cH:15][c:16]([CH2:22][CH:23]([C:24](=[O:25])[O-:26])[O:27][CH:28]([CH3:29])[CH3:30])[cH:17][cH:18][c:19]1[O:20][CH3:21].[Cl:1][c:2]1[c:3]([CH2:10][OH:11])[cH:4][cH:5][c:6]([O:8][CH3:9])[cH:7]1>>[Cl:1][c:2]1[c:3]([CH2:10][O:11][CH2:13][c:14]2[cH:15][c:16]([CH2:22][CH:23]([C:24](=[O:25])[OH:26])[O:27][CH:28]([CH3:29])[CH3:30])[cH:17][cH:18][c:19]2[O:20][CH3:21])[cH:4][cH:5][c:6]([O:8][CH3:9])[cH:7]1.